Dataset: the Open Reaction Database (ORD), a public repository of structured organic reaction records. Task: describe an organic reaction: reactants, conditions, products, and yield Starting materials: [N+](=O)([O-])C1=C(C=CC=C1)S(=O)(=O)N[C@@H](C)C(=O)N1[C@H](C(=O)O)CCC1 (N-o-nitrobenzenesulfonyl-L-alanyl-L-proline), [H][H] (hydrogen). Reagents/catalysts: [C].[Pd] (palladium-carbon). The solvent is C(C)O (ethanol). Yields the product NC1=C(C=CC=C1)S(=O)(=O)N[C@@H](C)C(=O)N1[C@H](C(=O)O)CCC1 (N-o-aminobenzenesulfonyl-L-alanyl-L-proline). Isolated yield 53.6%. Reaction SMILES: [N+:1]([C:4]1[CH:9]=[CH:8][CH:7]=[CH:6][C:5]=1[S:10]([NH:13][C@H:14]([C:16]([N:18]1[CH2:25][CH2:24][CH2:23][C@H:19]1[C:20]([OH:22])=[O:21])=[O:17])[CH3:15])(=[O:12])=[O:11])([O-])=O.[H][H]>C(O)C.[C].[Pd]>[NH2:1][C:4]1[CH:9]=[CH:8][CH:7]=[CH:6][C:5]=1[S:10]([NH:13][C@H:14]([C:16]([N:18]1[CH2:25][CH2:24][CH2:23][C@H:19]1[C:20]([OH:22])=[O:21])=[O:17])[CH3:15])(=[O:12])=[O:11] |f:3.4|. Procedure: N-o-nitrobenzenesulfonyl-L-alanyl-L-proline (1.51 g, 4.1 mmole) was dissolved in ethanol (10 ml) and hydrogen gas was passed through the solution in the presence of 5% palladium-carbon as a catalyst for 3 hours. The catalyst was separated by filtration and the solvent was distilled off under reduced pressure. The residue thus obtained was recrystallized from ethyl acetate, diethyl ether and petroleum ether to give N-o-aminobenzenesulfonyl-L-alanyl-L-proline (yield: 0.75 g, 56.9%).